This data is from the Open Reaction Database (ORD), a public repository of structured organic reaction records. The task is: describe an organic reaction: reactants, conditions, products, and yield Starting materials: CN(C)C=O, CS(=O)(=O)c1ccccc1S(=O)(=O)Nc1ccc2[nH]nc(C=Cc3ccc(Cl)cc3)c2c1. Yields the product CS(=O)(=O)c1ccccc1S(=O)(=O)Nc1ccc2[nH]nc(CCc3ccc(Cl)cc3)c2c1. As a reaction SMILES: [CH3:33][N:34]([CH3:35])[CH:36]=[O:37].[Cl:1][c:2]1[cH:3][cH:4][c:5]([CH:8]=[CH:9][c:10]2[n:11][nH:12][c:13]3[cH:14][cH:15][c:16]([NH:19][S:20](=[O:21])(=[O:22])[c:23]4[c:24]([S:29](=[O:30])(=[O:31])[CH3:32])[cH:25][cH:26][cH:27][cH:28]4)[cH:17][c:18]23)[cH:6][cH:7]1>>[Cl:1][c:2]1[cH:3][cH:4][c:5]([CH2:8][CH2:9][c:10]2[n:11][nH:12][c:13]3[cH:14][cH:15][c:16]([NH:19][S:20](=[O:21])(=[O:22])[c:23]4[c:24]([S:29](=[O:30])(=[O:31])[CH3:32])[cH:25][cH:26][cH:27][cH:28]4)[cH:17][c:18]23)[cH:6][cH:7]1. The reactants are C=C(C)C1CCC(C)=C1CC(C=O)C(C)C, C[N+](=O)[O-], [Na+], [Na+], O=C([O-])[O-], Cl[Sn](Cl)(Cl)Cl. Product: CC1=C2CC(C(C)C)C3CC(C)C2(CC1)O3. Reaction SMILES: [CH:1](=[O:2])[CH:3]([CH2:4][C:5]1=[C:6]([CH3:13])[CH2:7][CH2:8][CH:9]1[C:10](=[CH2:11])[CH3:12])[CH:14]([CH3:15])[CH3:16].[N+:28]([CH3:29])([O-:30])=[O:31].[Na+:22].[Na+:23].[O-:24][C:25](=[O:26])[O-:27].[Sn:17]([Cl:18])([Cl:19])([Cl:20])[Cl:21]>>[CH:1]12[O:2][C:9]3([C:5](=[C:6]([CH3:13])[CH2:7][CH2:8]3)[CH2:4][CH:3]1[CH:14]([CH3:15])[CH3:16])[CH:10]([CH3:12])[CH2:11]2. Reactants: OCCCCN1C(C(OC2=C1C=C(C(=C2)C)C(=O)N([C@H]2CN(CCC2)C(=O)OC(C)(C)C)C(C)C)(C)C)=O (tert-butyl (3R)-3-[{[4-(4-hydroxybutyl)-2,2,7-trimethyl-3-oxo-3,4-dihydro-2H-1,4-benzoxazin-6-yl]carbonyl}(isopropyl)amino]piperidine-1-carboxylate), [H-].[Na+] (sodium hydride), CN(C=O)C (N,N-dimethylformamide), BrC1CC1 (bromocyclopropane). Solvent: O (water). Reaction conditions: time 30 minute. Product: C1(CC1)OCCCCN1C(C(OC2=C1C=C(C(=C2)C)C(=O)N([C@H]2CN(CCC2)C(=O)OC(C)(C)C)C(C)C)(C)C)=O (tert-Butyl (3R)-3-[({4-[4-(cyclopropyloxy)butyl]-2,2,7-trimethyl-3-oxo-3,4-dihydro-2H-1,4-benzoxazin-6-yl}carbonyl)(isopropyl)amino]piperidine-1-carboxylate). RXN SMILES: [OH:1][CH2:2][CH2:3][CH2:4][CH2:5][N:6]1[C:11]2[CH:12]=[C:13]([C:17]([N:19]([CH:33]([CH3:35])[CH3:34])[C@@H:20]3[CH2:25][CH2:24][CH2:23][N:22]([C:26]([O:28][C:29]([CH3:32])([CH3:31])[CH3:30])=[O:27])[CH2:21]3)=[O:18])[C:14]([CH3:16])=[CH:15][C:10]=2[O:9][C:8]([CH3:37])([CH3:36])[C:7]1=[O:38].[H-].[Na+].CN(C)C=O.Br[CH:47]1[CH2:49][CH2:48]1>O>[CH:47]1([O:1][CH2:2][CH2:3][CH2:4][CH2:5][N:6]2[C:11]3[CH:12]=[C:13]([C:17]([N:19]([CH:33]([CH3:34])[CH3:35])[C@@H:20]4[CH2:25][CH2:24][CH2:23][N:22]([C:26]([O:28][C:29]([CH3:30])([CH3:31])[CH3:32])=[O:27])[CH2:21]4)=[O:18])[C:14]([CH3:16])=[CH:15][C:10]=3[O:9][C:8]([CH3:36])([CH3:37])[C:7]2=[O:38])[CH2:49][CH2:48]1 |f:1.2|. Procedure details: To tert-butyl (3R)-3-[{[4-(4-hydroxybutyl)-2,2,7-trimethyl-3-oxo-3,4-dihydro-2H-1,4-benzoxazin-6-yl]carbonyl}(isopropyl)amino]piperidine-1-carboxylate (200 mg) were added sodium hydride (60 mg) and N,N-dimethylformamide (3 ml) under ice-cooling, and the mixture was stirred at room temperature for 30 minutes. Then, to the mixture was added bromocyclopropane (0.30 ml), and the mixture was stirred at 150° C. for 6 hours. After the reaction was complete, water was added to the reaction solution, and... The reactants are SCCC(C)O (4-mercapto-2-butanol), C([O-])(O)=O.[Na+] (sodium bicarbonate), C(CC(=O)C)(=O)OCC (ethyl acetoacetate), C1(=CC=C(C=C1)S(=O)(=O)O)C (p-toluene sulfonic acid). Solvent: ClCCl (dichloromethane), ClCCl (dichloromethane). Yields the product C(C)OC(CC1(OC(CCS1)C)C)=O (ethyl-2,6-dimethyl-1,3-oxathiane-2-acetate). RXN SMILES: [SH:1][CH2:2][CH2:3][CH:4]([OH:6])[CH3:5].[C:7]([O:13][CH2:14][CH3:15])(=[O:12])[CH2:8][C:9]([CH3:11])=O.C1(C)C=CC(S(O)(=O)=O)=CC=1.C(=O)(O)[O-].[Na+]>ClCCl>[CH2:14]([O:13][C:7](=[O:12])[CH2:8][C:9]1([CH3:11])[S:1][CH2:2][CH2:3][CH:4]([CH3:5])[O:6]1)[CH3:15] |f:3.4|. Reported procedure: 75 ml of dichloromethane is placed into a 100 ml round-bottom flask. To the dichloromethane is added 5.3 grams (0.05 moles) of 4-mercapto-2-butanol. 7.14 grams (0.055 moles) ethyl acetoacetate is then added followed by 0.1 grams of p-toluene sulfonic acid. Boiling chips are added to the flask. A Dean-Starke distilling receiver is placed on the flask, and a reflux condenser is placed on the receiver. The flask is then heated slowly until reflux occurs, and then the temperature is increased for a ... Starting materials: N=1SN=C2C1C=CC(=C2)C(C#CC(C)(O[Si](C)(C)C)C)=O (1-(benzo[c][1,2,5]thiadiazol-5-yl)-4-methyl-4-(trimethylsilyloxy)pent-2-yn-1-one), CC=1C=CC(=CC1)S(=O)(=O)O (p-TSA). Solvent: O (water), C(Cl)Cl (DCM). Conditions: time 2 hour. The product is N=1SN=C2C1C=CC(=C2)C(C#CC(C)(C)O)=O (1-(benzo[c][1,2,5]thiadiazol-5-yl)-4-hydroxy-4-methylpent-2-yn-1-one). Yield: 96.9%. RXN SMILES: [N:1]1[S:2][N:3]=[C:4]2[CH:9]=[C:8]([C:10](=[O:21])[C:11]#[C:12][C:13]([CH3:20])([O:15][Si](C)(C)C)[CH3:14])[CH:7]=[CH:6][C:5]=12.CC1C=CC(S(O)(=O)=O)=CC=1>C(Cl)Cl.O>[N:1]1[S:2][N:3]=[C:4]2[CH:9]=[C:8]([C:10](=[O:21])[C:11]#[C:12][C:13]([OH:15])([CH3:14])[CH3:20])[CH:7]=[CH:6][C:5]=12. Reported procedure: To a stirred solution of 1-(benzo[c][1,2,5]thiadiazol-5-yl)-4-methyl-4-(trimethylsilyloxy)pent-2-yn-1-one (0.80 g, 2.515 mmol) in DCM (15 mL) was added p-TSA (0.574 g, 3.018 mmol) at RT. The reaction mixture was stirred for 2 h and diluted with water (5 mL). The combined organic layers were washed with a saturated NaHCO3 solution and water, dried over Na2SO4, filtered, and then concentrated in vacuo to afford 1-(benzo[c][1,2,5]thiadiazol-5-yl)-4-hydroxy-4-methylpent-2-yn-1-one (0.6 g, 100%) as a... Reactants: ClS(=O)(=O)O (chlorosulfonic acid), C(C=CC1=CC=CC=C1)(=O)O (cinnamic acid), Cl (hydrogen chloride). Reaction conditions: temperature 41 celsius, time 2 hour. Yields the product ClS(=O)(=O)C1=CC=C(C=C1)C=CC(=O)O (3-(4-Chlorosulfonyl-phenyl)-acrylic acid). The yield is 20.3%. As a reaction SMILES: [Cl:1][S:2]([OH:5])(=O)=[O:3].[C:6]([OH:16])(=[O:15])[CH:7]=[CH:8][C:9]1[CH:14]=[CH:13][CH:12]=[CH:11][CH:10]=1.Cl>>[Cl:1][S:2]([C:12]1[CH:13]=[CH:14][C:9]([CH:8]=[CH:7][C:6]([OH:16])=[O:15])=[CH:10][CH:11]=1)(=[O:5])=[O:3]. Procedure: To neat chlorosulfonic acid (5.3 ml, 80 mmol) at 0-5° C. temperature slowly cinnamic acid (41) (1.47 g, 10 mmol) was added. As the reaction proceeded hydrogen chloride gas evolved. The reaction mixture was stirred successively at 0° C. for 1 hour, at ambient temperature for 2 hours and at 40-42° C. for 2 hours. The dark, viscous syrup was poured onto ice, the precipitated solid was filtered and washed with water. The title compound (0.5 g, 20%) as a white solid was obtained. 1H NMR (DMSO-d6, HMD... Reactants: O=C(O)Cc1cc(F)cc(F)c1, CCOc1cc(N)ccn1. Reagents/catalysts: C1CCC(CC1)N=C=NC2CCCCC2 (DCC), CCN(C(C)C)C(C)C (DIPEA), Oc1cc(Cl)c(Cl)cc1Cl (2,4,5-Trichlorophenol). Run in CN(C)C=O (DMF), CN(C)C=O (DMF), CN(C)C=O (DMF), CN(C)C=O (DMF), CN(C)C=O (DMF), CN(C)C=O (DMF). Run at temperature 25 celsius, time 2 hour. Product: CCOc1cc(NC(=O)Cc2cc(F)cc(F)c2)ccn1. Yield: 1.5%. Reaction SMILES: CCOc1cc(N)ccn1.O=C(O)Cc1cc(F)cc(F)c1.C1CCC(CC1)N=C=NC2CCCCC2.C1=C(C(=CC(=C1Cl)Cl)Cl)[O-].[Na+].CCN(C(C)C)C(C)C.CN(C)C=O>>CCOc1cc(NC(=O)Cc2cc(F)cc(F)c2)ccn1. The reactants are ClC1=CC(=C(N)C=C1Cl)[N+](=O)[O-] (4,5-Dichloro-2-nitroaniline), NC1=CC=CC=C1 (aniline), F[B-](F)(F)F.F[B-](F)(F)F.F[N+]12CC[N+](CC1)(CC2)O (1-fluoro-4-hydroxy-1,4-diazoniabicyclo[2.2.2]octane bis(tetrafluoroborate)), C(C)#N (acetonitrile). Solvent: C(C)(=O)OCC (ethyl acetate). Yields the product ClC=1C(=C(N)C(=CC1Cl)[N+](=O)[O-])F (3,4-Dichloro-2-fluoro-6-nitroaniline). Isolated yield 36.6%. Reaction SMILES: [Cl:1][C:2]1[C:8]([Cl:9])=[CH:7][C:5]([NH2:6])=[C:4]([N+:10]([O-:12])=[O:11])[CH:3]=1.[F:13][B-](F)(F)F.F[B-](F)(F)F.F[N+]12CC[N+](O)(CC1)CC2.C(#N)C.NC1C=CC=CC=1>C(OCC)(=O)C>[Cl:9][C:8]1[C:7]([F:13])=[C:5]([C:4]([N+:10]([O-:12])=[O:11])=[CH:3][C:2]=1[Cl:1])[NH2:6] |f:1.2.3|. Reported procedure: 4,5-Dichloro-2-nitroaniline (9.8 g, 47.4 mmol), 1-fluoro-4-hydroxy-1,4-diazoniabicyclo[2.2.2]octane bis(tetrafluoroborate) (18.5 g, 57.4 mmol, Allied Signal, Buffalo), and acetonitrile (300 mL) were combined and the mixture was heated to reflux for several hours. After thin-layer chromatography showed that no starting aniline remained, the mixture was allowed to cool to rt and was poured into ethyl acetate, causing a precipitate to form. The mixture was filtered through a pad of Celite, purified...